Dataset: the Open Reaction Database (ORD), a public repository of structured organic reaction records. Task: describe an organic reaction: reactants, conditions, products, and yield The reactants are COCCOC=1C=C2C=C(N(C2=C(C1)[N+](=O)[O-])C(=O)OC(C)(C)C)C(=O)OCC (1-tert-butyl 2-ethyl 5-(2-methoxyethoxy)-7-nitro-1H-indole-1,2-dicarboxylate). The reagents and catalysts are [C].[Pd] (palladium-carbon). Run in O1CCCC1 (tetrahydrofuran). Run at time 6 hour. Product: NC=1C=C(C=C2CC(N(C12)C(=O)OC(C)(C)C)C(=O)OCC)OCCOC (1-tert-butyl 2-ethyl 7-amino-5-(2-methoxyethoxy)indoline-1,2-dicarboxylate). The yield is 88.6%. As a reaction SMILES: [CH3:1][O:2][CH2:3][CH2:4][O:5][C:6]1[CH:7]=[C:8]2[C:12](=[C:13]([N+:15]([O-])=O)[CH:14]=1)[N:11]([C:18]([O:20][C:21]([CH3:24])([CH3:23])[CH3:22])=[O:19])[C:10]([C:25]([O:27][CH2:28][CH3:29])=[O:26])=[CH:9]2>[C].[Pd].O1CCCC1>[NH2:15][C:13]1[CH:14]=[C:6]([O:5][CH2:4][CH2:3][O:2][CH3:1])[CH:7]=[C:8]2[C:12]=1[N:11]([C:18]([O:20][C:21]([CH3:22])([CH3:24])[CH3:23])=[O:19])[CH:10]([C:25]([O:27][CH2:28][CH3:29])=[O:26])[CH2:9]2 |f:1.2|. Procedure details: A mixture of 1-tert-butyl 2-ethyl 5-(2-methoxyethoxy)-7-nitro-1H-indole-1,2-dicarboxylate (3.9 g), 10% palladium-carbon (50% containing water, 400 mg) and tetrahydrofuran (80 mL) was stirred at room temperature under hydrogen atmosphere at normal pressure for 6 hr. The catalyst was filtered off, and the filtrate was concentrated. The residue was subjected to silica gel column chromatography to give the title compound (3.22 g, yield 89%) as a colorless solid from a fraction eluted with ethyl acet... The reactants are C(#N)C=1C=C(C=CC1OC(C)C)C1=NC(=NO1)C1=C2CCC[C@H](C2=CC=C1)NS(=O)(=O)CC(=O)O ((R)-2-(N-(5-(5-(3-cyano-4-isopropoxyphenyl)-1,2,4-oxadiazol-3-yl)-1,2,3,4-tetrahydronaphthalen-1-yl)sulfamoyl)acetic acid), ON1N=NC2=C1C=CC=C2 (N-hydroxybenzotriazole), C(CCl)Cl (EDC), CNC (dimethylamine). Run in CN(C)C=O (DMF), C(=O)(O)[O-].[Na+] (NaHCO3). Conditions: time 5 minute. The product is C(#N)C=1C=C(C=CC1OC(C)C)C1=NC(=NO1)C1=C2CCC[C@H](C2=CC=C1)NS(=O)(=O)CC(=O)N(C)C ((R)-2-(N-(5-(5-(3-cyano-4-isopropoxyphenyl)-1,2,4-oxadiazol-3-yl)-1,2,3,4-tetrahydronaphthalen-1-yl)sulfamoyl)-N,N-dimethylacetamide). Isolated yield 16.8%. RXN SMILES: [C:1]([C:3]1[CH:4]=[C:5]([C:13]2[O:17][N:16]=[C:15]([C:18]3[CH:27]=[CH:26][CH:25]=[C:24]4[C:19]=3[CH2:20][CH2:21][CH2:22][C@H:23]4[NH:28][S:29]([CH2:32][C:33]([OH:35])=O)(=[O:31])=[O:30])[N:14]=2)[CH:6]=[CH:7][C:8]=1[O:9][CH:10]([CH3:12])[CH3:11])#[N:2].ON1C2C=CC=CC=2N=N1.C(Cl)CCl.[CH3:50][NH:51][CH3:52]>CN(C=O)C.C([O-])(O)=O.[Na+]>[C:1]([C:3]1[CH:4]=[C:5]([C:13]2[O:17][N:16]=[C:15]([C:18]3[CH:27]=[CH:26][CH:25]=[C:24]4[C:19]=3[CH2:20][CH2:21][CH2:22][C@H:23]4[NH:28][S:29]([CH2:32][C:33]([N:51]([CH3:52])[CH3:50])=[O:35])(=[O:31])=[O:30])[N:14]=2)[CH:6]=[CH:7][C:8]=1[O:9][CH:10]([CH3:12])[CH3:11])#[N:2] |f:5.6|. Reported procedure: Prepared using General Procedure 9: To a stirring solution of (R)-2-(N-(5-(5-(3-cyano-4-isopropoxyphenyl)-1,2,4-oxadiazol-3-yl)-1,2,3,4-tetrahydronaphthalen-1-yl)sulfamoyl) acetic acid 34 (15 mg, 0.05 mmol) in DMF (0.5 mL) was added N-hydroxybenzotriazole (6.1 mg, 0.05 mmol) and EDC (8.7 mg, 0.05 mmol). After 5 min, dimethylamine (40 wt % solution in THF, 50 μL, 0.09 mmol) was added and the reaction mixture was stirred 18 h at room temperature. The crude reaction was diluted with sat NaHCO3 and ... The reactants are C([O-])([O-])=O (carbonate), C1=CC2=C(C=C1N=C=S)C(=O)OC23C4=C(C=C(C=C4)O)OC5=C3C=CC(=C5)O (fluorescein isothiocyanate), C1(CCC(=O)O1)=O (succinic anhydride). Run in CS(=O)C (DMSO), O (water), CS(=O)C (DMSO), CS(=O)C (DMSO), CS(=O)C (DMSO). Reaction conditions: time 1 hour. Product: C=1C=CC(=C(C1)C2=C3C=CC(=O)C=C3OC4=C2C=CC(=C4)O)C(=O)O (fluorescein). Reaction SMILES: C(=O)([O-])[O-].[CH:5]1[C:10](N=C=S)=[CH:9][C:8]2[C:14]([O:16][C:17]3([C:27]4[CH:28]=[CH:29][C:30]([OH:32])=[CH:31][C:26]=4[O:25][C:19]4[CH:20]=[C:21]([OH:24])[CH:22]=[CH:23][C:18]3=4)[C:7]=2[CH:6]=1)=[O:15].C1(=O)OC(=O)CC1>O.CS(C)=O>[CH:5]1[CH:10]=[CH:9][C:8]([C:14]([OH:16])=[O:15])=[C:7]([C:17]2[C:18]3[CH:23]=[CH:22][C:21]([OH:24])=[CH:20][C:19]=3[O:25][C:26]3[C:27]=2[CH:28]=[CH:29][C:30]([CH:31]=3)=[O:32])[CH:6]=1. Procedure details: Each of the HA-DETA, HA-DAHP, and HA-DAP obtained in Example 4-2 and Example 4-3-1 was dissolved in distilled water (Milli Q water), so as to prepare a solution of a concentration of 20.0 mg/ml. Thereafter, a 0.2 M carbonate buffer (pH 9.0) was added to the prepared solution, resulting in a concentration of 10.0 mg/ml. Thereafter, fluorescein isothiocyanate that was 0.07 mole times to an HA unit was dissolved in DMSO that was 1/10 the volume of a modified HA solution. The DMSO solution was then ... Starting materials: C(C1=CC=CC=C1)OC=1C=C2C(NC(=NC2=CC1OC)C1=CC(=CC=C1)[N+](=O)[O-])=O (6-(benzyloxy)-7-methoxy-2-(3-nitrophenyl)quinazolin-4(3H)-one). The solvent is FC(C(=O)O)(F)F (trifluoroacetic acid). Reaction conditions: temperature 75 celsius. Yields the product OC=1C=C2C(NC(=NC2=CC1OC)C1=CC(=CC=C1)[N+](=O)[O-])=O (6-hydroxy-7-methoxy-2-(3-nitrophenyl)quinazolin-4(3H)-one). Isolated yield 95.6%. As a reaction SMILES: C([O:8][C:9]1[CH:10]=[C:11]2[C:16](=[CH:17][C:18]=1[O:19][CH3:20])[N:15]=[C:14]([C:21]1[CH:26]=[CH:25][CH:24]=[C:23]([N+:27]([O-:29])=[O:28])[CH:22]=1)[NH:13][C:12]2=[O:30])C1C=CC=CC=1>FC(F)(F)C(O)=O>[OH:8][C:9]1[CH:10]=[C:11]2[C:16](=[CH:17][C:18]=1[O:19][CH3:20])[N:15]=[C:14]([C:21]1[CH:26]=[CH:25][CH:24]=[C:23]([N+:27]([O-:29])=[O:28])[CH:22]=1)[NH:13][C:12]2=[O:30]. Procedure: To a suspension of 6-(benzyloxy)-7-methoxy-2-(3-nitrophenyl)quinazolin-4(3H)-one (3.21 g, 7.95 mmol) in trifluoroacetic acid (45 mL) was heated at 75±5° C. for 2.5 h. The volatiles were removed in vacuo and residue was taken up with sat. NaHCO3 solution. A light yellow colored solid separated out, which was collected via filtration. The solid was washed with water and dried under vacuum to give 6-hydroxy-7-methoxy-2-(3-nitrophenyl)quinazolin-4(3H)-one (2.38 g, 7.60 mmol, 96%). HPLC retention tim...